This data is from the Open Reaction Database (ORD), a public repository of structured organic reaction records. The task is: describe an organic reaction: reactants, conditions, products, and yield Starting materials: O=C(O)c1cc(Br)ccc1COc1ccc(Br)cc1, ClCCl, O=C(OC(=O)C(F)(F)F)C(F)(F)F, O. Product: O=C1c2cc(Br)ccc2COc2ccc(Br)cc21. As a reaction SMILES: [Br:1][c:2]1[cH:3][cH:4][c:5]([CH2:11][O:12][c:13]2[cH:14][cH:15][c:16]([Br:19])[cH:17][cH:18]2)[c:6]([C:7](=[O:8])[OH:9])[cH:10]1.[CH2:34]([Cl:35])[Cl:36].[F:20][C:21]([F:22])([F:23])[C:24]([O:25][C:26](=[O:27])[C:28]([F:29])([F:30])[F:31])=[O:32].[OH2:33]>>[Br:1][c:2]1[cH:3][cH:4][c:5]2[c:6]([cH:10]1)[C:7](=[O:9])[c:14]1[c:13]([cH:18][cH:17][c:16]([Br:19])[cH:15]1)[O:12][CH2:11]2. Product: CC(NC1CCCNC1c1ccc(F)cc1)c1cc(C(F)(F)F)cc(C(F)(F)F)c1. The reactants are B, CO, CC(NC1CCC(=O)NC1c1ccc(F)cc1)c1cc(C(F)(F)F)cc(C(F)(F)F)c1, C1CCOC1. Reaction SMILES: [BH3:32].[CH3:33][OH:34].[F:1][C:2]([c:3]1[cH:4][c:5]([CH:6]([CH3:7])[NH:8][CH:9]2[CH2:10][CH2:11][C:12](=[O:22])[NH:13][CH:14]2[c:15]2[cH:16][cH:17][c:18]([F:21])[cH:19][cH:20]2)[cH:23][c:24]([C:26]([F:27])([F:28])[F:29])[cH:25]1)([F:30])[F:31].[O:35]1[CH2:36][CH2:37][CH2:38][CH2:39]1>>[F:1][C:2]([c:3]1[cH:4][c:5]([CH:6]([CH3:7])[NH:8][CH:9]2[CH2:10][CH2:11][CH2:12][NH:13][CH:14]2[c:15]2[cH:16][cH:17][c:18]([F:21])[cH:19][cH:20]2)[cH:23][c:24]([C:26]([F:27])([F:28])[F:29])[cH:25]1)([F:30])[F:31]. Starting materials: Cc1ccc(O)cc1, Cc1cc(Nc2cc3ccccc3c(Cl)n2)n[nH]1. The product is Cc1ccc(Oc2nc(Nc3cc(C)[nH]n3)cc3ccccc23)cc1. Reaction SMILES: [CH3:1][c:2]1[cH:3][cH:4][c:5]([OH:8])[cH:6][cH:7]1.[Cl:9][c:10]1[n:11][c:12]([NH:20][c:21]2[n:22][nH:23][c:24]([CH3:26])[cH:25]2)[cH:13][c:14]2[cH:15][cH:16][cH:17][cH:18][c:19]12>>[CH3:1][c:2]1[cH:3][cH:4][c:5]([O:8][c:10]2[n:11][c:12]([NH:20][c:21]3[n:22][nH:23][c:24]([CH3:26])[cH:25]3)[cH:13][c:14]3[cH:15][cH:16][cH:17][cH:18][c:19]23)[cH:6][cH:7]1. The reactants are OC1=CC2=C(N(C(N(C2=O)CCCOC2OCCCC2)=O)C)N=C1 (6-hydroxy-1-methyl-3-(3-((tetrahydro-2H-pyran-2-yl)oxy)propyl)pyrido[2,3-d]pyrimidine-2,4(1H,3H)-dione), OC1=CC2=C(N(C(N(C2=O)CCCOC2OCCCC2)=O)C)N=C1 (6-hydroxy-1-methyl-3-(3-((tetrahydro-2H-pyran-2-yl)oxy)propyl)pyrido[2,3-d]pyrimidine-2,4(1H,3H)-dione), C(=O)([O-])[O-].[Cs+].[Cs+] (Cs2CO3), CN(CC(=O)O)C (2-(dimethylamino)acetic acid), BrC=1C=NC=C(C1)C(F)(F)F (3-bromo-5-(trifluoromethyl)pyridine). Reagents/catalysts: [Cu]I (CuI). The solvent is O1CCOCC1 (dioxane), CC(OCC)=O (EA), O (water). Reaction conditions: temperature 135 celsius. Yields the product CN1C(N(C(C2=C1N=CC(=C2)OC=2C=NC=C(C2)C(F)(F)F)=O)CCCOC2OCCCC2)=O (1-methyl-3-(3-((tetrahydro-2H-pyran-2-yl)oxy)propyl)-6-((5-(trifluoromethyl)pyridin-3-yl)oxy)pyrido[2,3-d]pyrimidine-2,4(1H,3H)-dione). Isolated yield 64.3%. As a reaction SMILES: [OH:1][C:2]1[CH:24]=[N:23][C:5]2[N:6]([CH3:22])[C:7](=[O:21])[N:8]([CH2:11][CH2:12][CH2:13][O:14][CH:15]3[CH2:20][CH2:19][CH2:18][CH2:17][O:16]3)[C:9](=[O:10])[C:4]=2[CH:3]=1.C([O-])([O-])=O.[Cs+].[Cs+].CN(C)CC(O)=O.Br[C:39]1[CH:40]=[N:41][CH:42]=[C:43]([C:45]([F:48])([F:47])[F:46])[CH:44]=1>O1CCOCC1.CC(=O)OCC.O.[Cu]I>[CH3:22][N:6]1[C:5]2[N:23]=[CH:24][C:2]([O:1][C:39]3[CH:40]=[N:41][CH:42]=[C:43]([C:45]([F:48])([F:47])[F:46])[CH:44]=3)=[CH:3][C:4]=2[C:9](=[O:10])[N:8]([CH2:11][CH2:12][CH2:13][O:14][CH:15]2[CH2:20][CH2:19][CH2:18][CH2:17][O:16]2)[C:7]1=[O:21] |f:1.2.3|. Reported procedure: To a mixture of 6-hydroxy-1-methyl-3-(3-((tetrahydro-2H-pyran-2-yl)oxy)propyl)pyrido[2,3-d]pyrimidine-2,4(1H,3H)-dione (See Compound 36, step 2, 500 mg, 1.49 mmol), CuI (85.2 mg, 0.45 mmol), Cs2CO3 (971.6 mg, 2.98 mmol) and 2-(dimethylamino)acetic acid (76.87 mg, 0.75 mmol) in dioxane (20 mL) was added 3-bromo-5-(trifluoromethyl)pyridine (842.9 mg, 3.73 mmol). The reaction was heated at 135° C. for 5 hours, followed by heating at 100° C. for 18 h, cooled to RT and diluted with EA (25 mL) and wat... Reactants: CCCN(CCC)C1COc2cccc(C(=O)OC)c2C1, [Li]C, [Cu]I, C1CCOC1. The product is CCCN(CCC)C1COc2cccc(C(C)=O)c2C1. Reaction SMILES: [CH2:1]([CH2:2][CH3:3])[N:4]([CH:5]1[CH2:6][O:7][c:8]2[cH:9][cH:10][cH:11][c:12]([C:15]([O:17][CH3:16])=[O:18])[c:13]2[CH2:14]1)[CH2:19][CH2:20][CH3:21].[CH3:22][Li:23].[Cu:29][I:30].[O:24]1[CH2:25][CH2:26][CH2:27][CH2:28]1>>[CH2:1]([CH2:2][CH3:3])[N:4]([CH:5]1[CH2:6][O:7][c:8]2[cH:9][cH:10][cH:11][c:12]([C:15](=[O:17])[CH3:22])[c:13]2[CH2:14]1)[CH2:19][CH2:20][CH3:21]. The reactants are OCCC=1C=C(C=CC1)CC(C(=O)OCC)OC(C)C (ethyl 3-[3-(2-hydroxyethyl)phenyl]-2-isopropoxypropanoate), ClC1=CC=C(C=C1)N=C=O (4-chlorophenylisocyanate). Yields the product ClC1=CC=C(NC(=O)OCCC=2C=C(C=CC2)CC(C(=O)O)OC(C)C)C=C1 (3-[3-(2-{[(4-Chloroanilino)carbonyl]oxy}ethyl)phenyl]-2-isopropoxypropanoic acid). Reaction SMILES: [OH:1][CH2:2][CH2:3][C:4]1[CH:5]=[C:6]([CH2:10][CH:11]([O:17][CH:18]([CH3:20])[CH3:19])[C:12]([O:14]CC)=[O:13])[CH:7]=[CH:8][CH:9]=1.[Cl:21][C:22]1[CH:27]=[CH:26][C:25]([N:28]=[C:29]=[O:30])=[CH:24][CH:23]=1>>[Cl:21][C:22]1[CH:27]=[CH:26][C:25]([NH:28][C:29]([O:1][CH2:2][CH2:3][C:4]2[CH:5]=[C:6]([CH2:10][CH:11]([O:17][CH:18]([CH3:19])[CH3:20])[C:12]([OH:14])=[O:13])[CH:7]=[CH:8][CH:9]=2)=[O:30])=[CH:24][CH:23]=1. Reported procedure: Using ethyl 3-[3-(2-hydroxyethyl)phenyl]-2-isopropoxypropanoate and 4-chlorophenylisocyanate, the title compound was obtained in the same manner as described in Example 148.